Dataset: the Open Reaction Database (ORD), a public repository of structured organic reaction records. Task: describe an organic reaction: reactants, conditions, products, and yield The reactants are CN(C1=CC(=C(C=C1)NC(C)=O)[N+](=O)[O-])C (N-[4-(dimethylamino)-2-nitrophenyl]acetamide), O (water), [OH-].[K+] (KOH), O (Water). The solvent is CO (MeOH). Run at time 5 hour. Yields the product NC1=C(C=C(C=C1)N(C)C)[N+](=O)[O-] (N-(4-amino-3-nitrophenyl)-N,N-dimethylamine). Yield: 65.0%. As a reaction SMILES: [CH3:1][N:2]([CH3:16])[C:3]1[CH:8]=[CH:7][C:6]([NH:9]C(=O)C)=[C:5]([N+:13]([O-:15])=[O:14])[CH:4]=1.O.[OH-].[K+]>CO>[NH2:9][C:6]1[CH:7]=[CH:8][C:3]([N:2]([CH3:16])[CH3:1])=[CH:4][C:5]=1[N+:13]([O-:15])=[O:14] |f:2.3|. Procedure details: To a solution of N-[4-(dimethylamino)-2-nitrophenyl]acetamide obtained in step 11 above (1.0 eq) in MeOH and water was added KOH (1.5 eq) at room temperature and stirred for 5 hrs. Water was added to the reaction mixture and the organic layer was separated, dried over anhydrous Na2SO4 and concentrated under reduced pressure to afford crude product, which, on purification by column chromatography afforded the desired N-(4-amino-3-nitrophenyl)-N,N-dimethylamine. (Yield=65%). The reactants are ClC1=NC(=CC2=CC=CC=C12)Cl (1,3-Dichloroisoquinoline), C(C)N1CCNCC1 (N-ethylpiperazine), C([O-])([O-])=O.[K+].[K+] (potassium carbonate). Solvent: CN(C=O)C (dimethylformamide). Product: ClC=1N=C(C2=CC=CC=C2C1)N1CCN(CC1)CC (3-Chloro-1-(4-ethylpiperazin-1-yl)isoquinoline). Isolated yield 98.8%. As a reaction SMILES: Cl[C:2]1[C:11]2[C:6](=[CH:7][CH:8]=[CH:9][CH:10]=2)[CH:5]=[C:4]([Cl:12])[N:3]=1.[CH2:13]([N:15]1[CH2:20][CH2:19][NH:18][CH2:17][CH2:16]1)[CH3:14].C(=O)([O-])[O-].[K+].[K+]>CN(C)C=O>[Cl:12][C:4]1[N:3]=[C:2]([N:18]2[CH2:19][CH2:20][N:15]([CH2:13][CH3:14])[CH2:16][CH2:17]2)[C:11]2[C:6]([CH:5]=1)=[CH:7][CH:8]=[CH:9][CH:10]=2 |f:2.3.4|. Reported procedure: 1,3-Dichloroisoquinoline (9.30 g), N-ethylpiperazine (5.90 g) and potassium carbonate (10.0 g) were reacted in dimethylformamide (70 ml) at 70° C. for 5 hr. The reaction solution was evaporated and partitioned between ethyl acetate and water. The resulting organic phase was washed with water, dried and evaporated. The resulting residue was purified by silica gel column chromatography (methylene chloride/methanol system), to give 12.80 g of the title compound as a pale brown oil. Starting materials: COC(=O)c1ccccc1N, CCCCN=C=O, C1CCOC1. The product is CCCCNC(=O)Nc1ccccc1C(=O)OC. Reaction SMILES: [C:1]([c:2]1[c:3]([NH2:4])[cH:5][cH:6][cH:7][cH:8]1)(=[O:9])[O:10][CH3:11].[CH3:12][CH2:13][CH2:14][CH2:15][N:16]=[C:17]=[O:18].[O:19]1[CH2:20][CH2:21][CH2:22][CH2:23]1>>[C:1]([c:2]1[c:3]([NH:4][C:17]([NH:16][CH2:15][CH2:14][CH2:13][CH3:12])=[O:18])[cH:5][cH:6][cH:7][cH:8]1)(=[O:9])[O:10][CH3:11].